Dataset: the Open Reaction Database (ORD), a public repository of structured organic reaction records. Task: describe an organic reaction: reactants, conditions, products, and yield Yield: 46.7%. Procedure: Alternative procedure to prepare Example 46: Using the procedure to synthesize Preparation 76 and using reagents 3′,5′-dichloro-4′-(1-cyclohexyl-2-oxo-pyrrolidin-3-ylmethyl)-biphenyl-4-carboxylic acid (350 mg, 0.78 mmol) and N-methyl piperazine (157 mg, 1.6 mmol) affords 103 mg (23%) of the title compound: Mass spectrum (apci) m/z=528.2 (M+H−HCl). Product: Cl.C1(CCCCC1)N1C(C(CC1)CC1=C(C=C(C=C1Cl)C1=CC=C(C=C1)C(=O)N1CCN(CC1)C)Cl)=O (1-cyclohexyl-3-[3,5-dichloro-4′-(4-methyl-piperazine-1-carbonyl)-biphenyl-4-ylmethyl]-pyrrolidin-2-one hydrochloride). The reactants are ClC=1C=C(C=C(C1CC1C(N(CC1)C1CCCCC1)=O)Cl)C1=CC=C(C=C1)C(=O)O (3′,5′-dichloro-4′-(1-cyclohexyl-2-oxo-pyrrolidin-3-ylmethyl)-biphenyl-4-carboxylic acid), CN1CCNCC1 (N-methyl piperazine). RXN SMILES: [Cl:1][C:2]1[CH:3]=[C:4]([C:22]2[CH:27]=[CH:26][C:25]([C:28]([OH:30])=O)=[CH:24][CH:23]=2)[CH:5]=[C:6]([Cl:21])[C:7]=1[CH2:8][CH:9]1[CH2:13][CH2:12][N:11]([CH:14]2[CH2:19][CH2:18][CH2:17][CH2:16][CH2:15]2)[C:10]1=[O:20].[CH3:31][N:32]1[CH2:37][CH2:36][NH:35][CH2:34][CH2:33]1>>[ClH:1].[CH:14]1([N:11]2[CH2:12][CH2:13][CH:9]([CH2:8][C:7]3[C:2]([Cl:1])=[CH:3][C:4]([C:22]4[CH:27]=[CH:26][C:25]([C:28]([N:35]5[CH2:36][CH2:37][N:32]([CH3:31])[CH2:33][CH2:34]5)=[O:30])=[CH:24][CH:23]=4)=[CH:5][C:6]=3[Cl:21])[C:10]2=[O:20])[CH2:15][CH2:16][CH2:17][CH2:18][CH2:19]1 |f:2.3|. The reactants are C, Cc1cccc(C)n1, CCOC(=O)C(Cl)CC(F)(F)Cl, [H][H], C1CCOC1, [Pd]. Product: CCOC(=O)CCC(F)(F)Cl. As a reaction SMILES: [C:28].[CH3:13][c:14]1[n:15][c:16]([CH3:17])[cH:18][cH:19][cH:20]1.[Cl:1][CH:2]([C:3](=[O:4])[O:5][CH2:6][CH3:7])[CH2:8][C:9]([F:10])([F:11])[Cl:12].[H:21][H:22].[O:23]1[CH2:24][CH2:25][CH2:26][CH2:27]1.[Pd:29]>>[CH2:2]([C:3](=[O:4])[O:5][CH2:6][CH3:7])[CH2:8][C:9]([F:10])([F:11])[Cl:12]. Reactants: FC=1C=C2C3=C(N(C2=CC1)CC1=CC=CC2=CC=CC=C12)C(OC(C3)=O)=O (6-Fluoro-9-naphthalen-1-ylmethyl-4,9-dihydro-pyrano[3,4-b]indole-1,3-dione), C(C)NC (ethylmethylamine). Product: C(C)N(C(=O)CC1=C(N(C2=CC=C(C=C12)F)CC1=CC=CC2=CC=CC=C12)C(=O)O)C (3-[(Ethyl-methyl-carbamoyl)-methyl]-5-fluoro-1-naphthalen-1-ylmethyl-1H-indole-2-carboxylic acid). As a reaction SMILES: [F:1][C:2]1[CH:3]=[C:4]2[C:8](=[CH:9][CH:10]=1)[N:7]([CH2:11][C:12]1[C:21]3[C:16](=[CH:17][CH:18]=[CH:19][CH:20]=3)[CH:15]=[CH:14][CH:13]=1)[C:6]1[C:22](=[O:27])[O:23][C:24](=[O:26])[CH2:25][C:5]2=1.[CH2:28]([NH:30][CH3:31])[CH3:29]>>[CH2:28]([N:30]([CH3:31])[C:24]([CH2:25][C:5]1[C:4]2[C:8](=[CH:9][CH:10]=[C:2]([F:1])[CH:3]=2)[N:7]([CH2:11][C:12]2[C:21]3[C:16](=[CH:17][CH:18]=[CH:19][CH:20]=3)[CH:15]=[CH:14][CH:13]=2)[C:6]=1[C:22]([OH:23])=[O:27])=[O:26])[CH3:29]. Procedure details: 6-Fluoro-9-naphthalen-1-ylmethyl-4,9-dihydro-pyrano[3,4-b]indole-1,3-dione (from Example 68.1.) was ring opened with ethylmethylamine at 22° C. to give the title compound as a white solid. MS: 417.3 ([M−H]−). Reactants: O1CCOC2=C1C=CC(=C2)C(=CC#N)C2=CC(=CC(=C2)OC)OC (3-(2,3-dihydrobenzo[1,4]dioxin-6-yl)-3-(3,5-dimethoxyphenyl)acrylonitrile), COC=1C=C(C=C(C1)OC)C(=O)C1=C(C=CC=C1)OC ((3,5-Dimethoxyphenyl)-(2-methoxyphenyl)methanone), C(C)OP(OCC)(=O)CC#N (cyanomethylphosphonic acid diethyl ester), C[Si](C)(C)[N-][Si](C)(C)C.[Li+] (lithium bis (trimethylsilyl)amide). Solvent: C1CCOC1 (THF). Yields the product COC=1C=C(C=C(C1)OC)C(=CC#N)C1=C(C=CC=C1)OC (3-(3,5-Dimethoxy-phenyl)-3-(2-methoxy-phenyl)-acrylonitrile). Yield: 70.3%. Reaction SMILES: [CH3:1][O:2][C:3]1[CH:4]=[C:5]([C:11]([C:13]2[CH:18]=[CH:17][CH:16]=[CH:15][C:14]=2[O:19][CH3:20])=O)[CH:6]=[C:7]([O:9][CH3:10])[CH:8]=1.C(OP([CH2:29][C:30]#[N:31])(=O)OCC)C.C[Si]([N-][Si](C)(C)C)(C)C.[Li+].O1C2C=CC(C(C3C=C(OC)C=C(OC)C=3)=CC#N)=CC=2OCC1>C1COCC1>[CH3:1][O:2][C:3]1[CH:4]=[C:5]([C:11]([C:13]2[CH:18]=[CH:17][CH:16]=[CH:15][C:14]=2[O:19][CH3:20])=[CH:29][C:30]#[N:31])[CH:6]=[C:7]([O:9][CH3:10])[CH:8]=1 |f:2.3|. Reported procedure: (3,5-Dimethoxyphenyl)-(2-methoxyphenyl)methanone (1.22 g, 4.48 mmol), cyanomethylphosphonic acid diethyl ester (1.41 ml, 8.96 mmol) in anhydrous THF (30 ml), and lithium bis (trimethylsilyl)amide (1.0 M solution in THF, 9.00 ml, 9.00 mmol) were treated in the same manner as described above for the synthesis of 3-(2,3-dihydrobenzo[1,4]dioxin-6-yl)-3-(3,5-dimethoxyphenyl)acrylonitrile. The crude material was purified via flash column chromatography (10% EtOAc in hexane gradient to 30% EtOAc in hex...